Task: describe an organic reaction: reactants, conditions, products, and yield. Dataset: the Open Reaction Database (ORD), a public repository of structured organic reaction records Reactants: ClC=1N(C=C(N1)[N+](=O)[O-])CC(CO)(C)O (2-chloro-1-(2,3-dihydroxy-2-methylpropyl)-4-nitroimidazole), C(C)(C)N(C(C)C)CC (N,N-diisopropylethylamine), FC(C1=CC=C(C=C1)C=1CCN(CC1)C(=O)Cl)(F)F (4-(4-trifluoromethylphenyl)-1,2,3,6-tetrahydropyridine-1-carbonylchloride). Reagents/catalysts: CN(C1=CC=NC=C1)C (4-dimethylaminopyridine). The solvent is C1(=CC=CC=C1)C (toluene), C(C)(=O)OCC (ethyl acetate). Reaction conditions: temperature 100 celsius, time 2.5 hour. Product: FC(C1=CC=C(C=C1)C=1CCN(CC1)C(=O)OCC(CN1C(=NC(=C1)[N+](=O)[O-])Cl)(C)O)(F)F (3-(2-chloro-4-nitroimidazol-1-yl)-2-hydroxy-2-methylpropyl 4-(4-trifluoromethylphenyl)-1,2,3,6-tetrahydropyridine-1-carboxylate). The yield is 59.2%. Reaction SMILES: [Cl:1][C:2]1[N:3]([CH2:10][C:11]([OH:15])([CH3:14])[CH2:12][OH:13])[CH:4]=[C:5]([N+:7]([O-:9])=[O:8])[N:6]=1.C(N(CC)C(C)C)(C)C.[F:25][C:26]([F:43])([F:42])[C:27]1[CH:32]=[CH:31][C:30]([C:33]2[CH2:34][CH2:35][N:36]([C:39](Cl)=[O:40])[CH2:37][CH:38]=2)=[CH:29][CH:28]=1>CN(C)C1C=CN=CC=1.C1(C)C=CC=CC=1.C(OCC)(=O)C>[F:42][C:26]([F:25])([F:43])[C:27]1[CH:28]=[CH:29][C:30]([C:33]2[CH2:38][CH2:37][N:36]([C:39]([O:13][CH2:12][C:11]([OH:15])([CH3:14])[CH2:10][N:3]3[CH:4]=[C:5]([N+:7]([O-:9])=[O:8])[N:6]=[C:2]3[Cl:1])=[O:40])[CH2:35][CH:34]=2)=[CH:31][CH:32]=1. Reported procedure: 2-Chloro-1-(2,3-dihydroxy-2-methylpropyl)-4-nitroimidazole prepared in Example 3 (0.13 g, 0.57 mmol), N,N-diisopropylethylamine (0.13 ml, 0.76 mmol) and 4-dimethylaminopyridine (10 mg, 0.08 mmol) were added to a suspension of 4-(4-trifluoromethylphenyl)-1,2,3,6-tetrahydropyridine-1-carbonylchloride (0.10 g, 0.38 mmol) in toluene (3 ml) followed by stirring at 100° C. for 2.5 hours. The reaction mixture was diluted with ethyl acetate, washed with water, dried over magnesium sulfate and then conce...